Dataset: the Open Reaction Database (ORD), a public repository of structured organic reaction records. Task: describe an organic reaction: reactants, conditions, products, and yield The reactants are COC1=CC=C(C=C1)B(O)O (4-methoxybenzeneboronic acid), BrC=1C=C(C=O)C=CC1Cl (3-bromo-4-chlorobenzaldehyde), C([O-])([O-])=O.[K+].[K+] (potassium carbonate). The reagents and catalysts are C=1C=CC(=CC1)[P](C=2C=CC=CC2)(C=3C=CC=CC3)[Pd]([P](C=4C=CC=CC4)(C=5C=CC=CC5)C=6C=CC=CC6)([P](C=7C=CC=CC7)(C=8C=CC=CC8)C=9C=CC=CC9)[P](C=1C=CC=CC1)(C=1C=CC=CC1)C=1C=CC=CC1 (Pd(PPh3)4). Solvent: C1(=CC=CC=C1)C.C(C)O (toluene ethanol). The product is ClC1=C(C=C(C=C1)C=O)C1=CC=C(C=C1)OC (4-chloro-3-(4-methoxyphenyl)benzenecarboxaldehyde). Yield: 62.6%. As a reaction SMILES: [CH3:1][O:2][C:3]1[CH:8]=[CH:7][C:6](B(O)O)=[CH:5][CH:4]=1.Br[C:13]1[CH:14]=[C:15]([CH:18]=[CH:19][C:20]=1[Cl:21])[CH:16]=[O:17].C(=O)([O-])[O-].[K+].[K+]>C1(C)C=CC=CC=1.C(O)C.C1C=CC([P]([Pd]([P](C2C=CC=CC=2)(C2C=CC=CC=2)C2C=CC=CC=2)([P](C2C=CC=CC=2)(C2C=CC=CC=2)C2C=CC=CC=2)[P](C2C=CC=CC=2)(C2C=CC=CC=2)C2C=CC=CC=2)(C2C=CC=CC=2)C2C=CC=CC=2)=CC=1>[Cl:21][C:20]1[CH:19]=[CH:18][C:15]([CH:16]=[O:17])=[CH:14][C:13]=1[C:6]1[CH:7]=[CH:8][C:3]([O:2][CH3:1])=[CH:4][CH:5]=1 |f:2.3.4,5.6,^1:41,43,62,81|. Procedure details: To a degassed solution of 4-methoxybenzeneboronic acid (1.51 g, 10 mmol), 3-bromo-4-chlorobenzaldehyde (2 g, 9.13 mmol), and potassium carbonate (3.13 g, 22.8 mmol) in toluene/ethanol 2/1, (60 mL), Pd(PPh3)4 (130 mg, 1 mol %) is added and the mixture is degassed for further 5 minutes. The mixture is then refluxed for 2 days. The mixture was partitioned between ethyl acetate and water and extracted. The organic solvent was dried over sodium sulphate, removed under reduced pressure, and the residu... The reactants are [Si](C)(C)(C(C)(C)C)OC1(CCC1)C=1SC(=CN1)C=1C=C(C=C(C1)NC(NC1CCCC1)=O)N(C(OC(C)(C)C)=O)C1=NC=CC(=N1)C(F)(F)F (tert-butyl {3-[2-(1-{[tert-butyl(dimethyl)silyl]oxy}cyclobutyl)-1,3-thiazol-5-yl]-5-[(cyclopentylcarbamoyl)amino]phenyl}[4-(trifluoromethyl)pyrimidin-2-yl]carbamate), C(=O)(C(F)(F)F)O (TFA), CCCC[N+](CCCC)(CCCC)CCCC.[F-] (TBAF). The solvent is ClCCl (dichloromethane). Reaction conditions: time 60 minute. The product is C1(CCCC1)NC(=O)NC1=CC(=CC(=C1)NC1=NC=CC(=N1)C(F)(F)F)C1=CN=C(S1)C1(CCC1)O (1-cyclopentyl-3-(3-[2-(1-hydroxycyclobutyl)-1,3-thiazol-5-yl]-5-{[4-(trifluoromethyl)pyrimidin-2-yl]amino}phenyl)urea). Yield: 22.4%. Reaction SMILES: [Si]([O:8][C:9]1([C:13]2[S:14][C:15]([C:18]3[CH:19]=[C:20]([N:33]([C:41]4[N:46]=[C:45]([C:47]([F:50])([F:49])[F:48])[CH:44]=[CH:43][N:42]=4)C(=O)OC(C)(C)C)[CH:21]=[C:22]([NH:24][C:25](=[O:32])[NH:26][CH:27]4[CH2:31][CH2:30][CH2:29][CH2:28]4)[CH:23]=3)=[CH:16][N:17]=2)[CH2:12][CH2:11][CH2:10]1)(C(C)(C)C)(C)C.C(O)(C(F)(F)F)=O.CCCC[N+](CCCC)(CCCC)CCCC.[F-]>ClCCl>[CH:27]1([NH:26][C:25]([NH:24][C:22]2[CH:21]=[C:20]([NH:33][C:41]3[N:46]=[C:45]([C:47]([F:48])([F:49])[F:50])[CH:44]=[CH:43][N:42]=3)[CH:19]=[C:18]([C:15]3[S:14][C:13]([C:9]4([OH:8])[CH2:10][CH2:11][CH2:12]4)=[N:17][CH:16]=3)[CH:23]=2)=[O:32])[CH2:28][CH2:29][CH2:30][CH2:31]1 |f:2.3|. Procedure details: To a solution of the product of Step 3 (56 mg, 0.076 mmol) in dichloromethane (1 mL) was added TFA (1 mL) and the mixture was stirred for 60 minutes at room temperature. The mixture was concentrated in vacuo, then the residue was diluted with ethyl acetate (30 mL) and washed with sat. NaHCO3(aq) (30 mL) and brine (30 mL). The organic extracts were dried (Na2SO4) and concentrated in vacuo. The residue was dissolved in THF (1 mL), TBAF (228 μL, 1.0 M; 0.228 mmol) was added, and the mixture was sti... Reactants: ClC=1C=CC(=NC1)C(CC1=CC=CC=C1)(C1=CC(=CC(=C1)OC(C(F)F)(F)F)F)NC(NC(CC(=O)O)(C)C)=O (3-(3-(1-(5-chloropyridin-2-yl)-1-(3-fluoro-5-(1,1,2,2-tetrafluoroethoxy)phenyl)-2-phenylethyl)ureido)-3-methylbutanoic acid), C=1C=CC2=C(C1)N=NN2O (HOBt), CCN=C=NCCCN(C)C (EDCI), [NH4+].[OH-] (NH4OH). Solvent: CN(C)C=O (DMF). Conditions: time 5 minute. Product: ClC=1C=CC(=NC1)C(CC1=CC=CC=C1)(C1=CC(=CC(=C1)OC(C(F)F)(F)F)F)NC(NC(CC(=O)N)(C)C)=O (3-(3-(1-(5-chloropyridin-2-yl)-1-(3-fluoro-5-(1,1,2,2-tetrafluoroethoxy)phenyl)-2-phenylethyl)ureido)-3-methylbutanamide). Isolated yield 88.3%. As a reaction SMILES: [Cl:1][C:2]1[CH:3]=[CH:4][C:5]([C:8]([NH:30][C:31](=[O:40])[NH:32][C:33]([CH3:39])([CH3:38])[CH2:34][C:35]([OH:37])=O)([C:16]2[CH:21]=[C:20]([O:22][C:23]([F:28])([F:27])[CH:24]([F:26])[F:25])[CH:19]=[C:18]([F:29])[CH:17]=2)[CH2:9][C:10]2[CH:15]=[CH:14][CH:13]=[CH:12][CH:11]=2)=[N:6][CH:7]=1.C1C=CC2N(O)N=[N:47]C=2C=1.CCN=C=NCCCN(C)C.[NH4+].[OH-]>CN(C=O)C>[Cl:1][C:2]1[CH:3]=[CH:4][C:5]([C:8]([NH:30][C:31](=[O:40])[NH:32][C:33]([CH3:38])([CH3:39])[CH2:34][C:35]([NH2:47])=[O:37])([C:16]2[CH:21]=[C:20]([O:22][C:23]([F:27])([F:28])[CH:24]([F:26])[F:25])[CH:19]=[C:18]([F:29])[CH:17]=2)[CH2:9][C:10]2[CH:11]=[CH:12][CH:13]=[CH:14][CH:15]=2)=[N:6][CH:7]=1 |f:3.4|. Procedure: To a solution of 3-(3-(1-(5-chloropyridin-2-yl)-1-(3-fluoro-5-(1,1,2,2-tetrafluoroethoxy)phenyl)-2-phenylethyl)ureido)-3-methylbutanoic acid (17.4 mg, 0.03 mmol) in DMF (1 mL) was added HOBt (20 mg, 0.148 mmol) and EDCI (29 mg, 0.151 mmol). The resulting mixture was stirred at room temperature over night, followed by addition of NH4OH (1 mL). After 5 min, the reaction mixture was concentrated and the residue was purified by preparative HPLC Shimadzu-AXIA column, 30×100 mm eluting with 30-100% Me... Reactants: CC(C)(C)OC(=O)N1CCC(NCc2ccccc2)C(OCc2ccccc2)C1, CO, O=C[O-], [NH4+]. Product: CC(C)(C)OC(=O)N1CCC(N)C(OCc2ccccc2)C1. RXN SMILES: [CH2:5]([c:6]1[cH:7][cH:8][cH:9][cH:10][cH:11]1)[NH:12][CH:13]1[CH:14]([O:26][CH2:27][c:28]2[cH:29][cH:30][cH:31][cH:32][cH:33]2)[CH2:15][N:16]([C:19](=[O:20])[O:21][C:22]([CH3:23])([CH3:24])[CH3:25])[CH2:17][CH2:18]1.[CH3:34][OH:35].[CH:1]([O-:2])=[O:3].[NH4+:4]>>[NH2:12][CH:13]1[CH:14]([O:26][CH2:27][c:28]2[cH:29][cH:30][cH:31][cH:32][cH:33]2)[CH2:15][N:16]([C:19](=[O:20])[O:21][C:22]([CH3:23])([CH3:24])[CH3:25])[CH2:17][CH2:18]1.